From a dataset of the Open Reaction Database (ORD), a public repository of structured organic reaction records. describe an organic reaction: reactants, conditions, products, and yield As a reaction SMILES: [CH2:48]([Cl:49])[Cl:50].[F:1][c:2]1[c:3]([CH:9]([c:10]2[c:11]([CH3:24])[cH:12][c:13]([C:16](=[O:17])[NH:18][CH2:19][CH2:20][CH2:21][S:22][CH3:23])[n:14][cH:15]2)[S:25](=[O:26])(=[O:27])[c:28]2[cH:29][cH:30][c:31]([F:34])[cH:32][cH:33]2)[cH:4][c:5]([F:8])[cH:6][cH:7]1.[Na+:47].[OH-:46].[OH:35][O:36][C:37]([c:38]1[cH:39][c:40]([Cl:41])[cH:42][cH:43][cH:44]1)=[O:45]>>[F:1][c:2]1[c:3]([CH:9]([c:10]2[c:11]([CH3:24])[cH:12][c:13]([C:16](=[O:17])[NH:18][CH2:19][CH2:20][CH2:21][S:22]([CH3:23])=[O:35])[n:14][cH:15]2)[S:25](=[O:26])(=[O:27])[c:28]2[cH:29][cH:30][c:31]([F:34])[cH:32][cH:33]2)[cH:4][c:5]([F:8])[cH:6][cH:7]1. Product: Cc1cc(C(=O)NCCCS(C)=O)ncc1C(c1cc(F)ccc1F)S(=O)(=O)c1ccc(F)cc1. Reactants: ClCCl, CSCCCNC(=O)c1cc(C)c(C(c2cc(F)ccc2F)S(=O)(=O)c2ccc(F)cc2)cn1, [Na+], [OH-], O=C(OO)c1cccc(Cl)c1.